From a dataset of the Open Reaction Database (ORD), a public repository of structured organic reaction records. describe an organic reaction: reactants, conditions, products, and yield Reactants: CI, CN(C)C=O, [H-], [Na+], [Na], O=C(Nc1nccs1)C1=C(O)c2sccc2S(=O)(=O)N1. Product: CN1C(C(=O)Nc2nccs2)=C(O)c2sccc2S1(=O)=O. Reaction SMILES: [CH3:23][I:24].[CH3:26][N:27]([CH3:28])[CH:29]=[O:30].[H-:21].[Na+:22].[Na:25].[OH:1][C:2]1=[C:3]([C:13](=[O:14])[NH:15][c:16]2[s:17][cH:18][cH:19][n:20]2)[NH:4][S:5](=[O:11])(=[O:12])[c:6]2[c:7]1[s:8][cH:9][cH:10]2>>[OH:1][C:2]1=[C:3]([C:13](=[O:14])[NH:15][c:16]2[s:17][cH:18][cH:19][n:20]2)[N:4]([CH3:23])[S:5](=[O:11])(=[O:12])[c:6]2[c:7]1[s:8][cH:9][cH:10]2. Reactants: CCOC(=O)C(Cc1ccc(OCc2ccccc2)cc1)OCC, C1CCOC1. The product is CCOC(=O)C(Cc1ccc(O)cc1)OCC. RXN SMILES: [CH2:1]([CH3:2])[O:3][CH:4]([C:5](=[O:6])[O:7][CH2:8][CH3:9])[CH2:10][c:11]1[cH:12][cH:13][c:14]([O:17][CH2:18][c:19]2[cH:20][cH:21][cH:22][cH:23][cH:24]2)[cH:15][cH:16]1.[O:25]1[CH2:26][CH2:27][CH2:28][CH2:29]1>>[CH2:1]([CH3:2])[O:3][CH:4]([C:5](=[O:6])[O:7][CH2:8][CH3:9])[CH2:10][c:11]1[cH:12][cH:13][c:14]([OH:17])[cH:15][cH:16]1. The reactants are [Cl-].[NH4+] (ammonium chloride), [In] (indium), [N+](=O)([O-])C1=CC=C(C=C1)C1CN(CCO1)C(=O)OC(C)(C)C (tert-Butyl 2-(4-nitrophenyl)morpholine-4-carboxylate), C (charcoal), O.NN (hydrazine hydrate), [In] (indium), [Cl-].[NH4+] (ammonium chloride). The reagents and catalysts are O.O.O.O.O.O.[Fe](Cl)(Cl)Cl (iron(III) chloride hexahydrate). The solvent is O (water), O (water), CO (methanol), O (water). The product is NC1=CC=C(C=C1)C1CN(CCO1)C(=O)OC(C)(C)C (tert-Butyl 2-(4-aminophenyl)morpholine-4-carboxylate). Isolated yield 57.0%. As a reaction SMILES: [N+:1]([C:4]1[CH:9]=[CH:8][C:7]([CH:10]2[O:15][CH2:14][CH2:13][N:12]([C:16]([O:18][C:19]([CH3:22])([CH3:21])[CH3:20])=[O:17])[CH2:11]2)=[CH:6][CH:5]=1)([O-])=O.C.O.NN.[Cl-].[NH4+].[In]>O.O.O.O.O.O.O.[Fe](Cl)(Cl)Cl.CO>[NH2:1][C:4]1[CH:9]=[CH:8][C:7]([CH:10]2[O:15][CH2:14][CH2:13][N:12]([C:16]([O:18][C:19]([CH3:22])([CH3:21])[CH3:20])=[O:17])[CH2:11]2)=[CH:6][CH:5]=1 |f:2.3,4.5,8.9.10.11.12.13.14|. Procedure details: tert-Butyl 2-(4-nitrophenyl)morpholine-4-carboxylate (I87) (100 mg, 0.324 mmol), activated charcoal (20 mg), iron(III) chloride hexahydrate (9 mg, 10 mol %), methanol (1 mL) and hydrazine hydrate (I62 mg, 1.62 mmol @ 50%) were refluxed together for five hours. The mixture was filtered through cotton, and the cotton washed with DCM (5 mL). The filtrate was evaporated, and redissolved in 95% ethanol (3 mL) and ethyl acetate (2 mL). A solution of ammonium chloride (173 mg. 3.24 mmol) in water (1 mL... Starting materials: C1=CC=CC=2C(C3=C(CCC21)C=CC=C3)=CC=3C=C(C=CC3)NS(=O)(=O)C (N-[3-(10,11-dihydro-dibenzo[a,d]cyclohepten-5-ylidenemethyl)-phenyl]-methanesulfonamide). Reagents/catalysts: [Pd] (Pd/C). Run in C(C)O (ethanol). Conditions: time 8 hour. Yields the product C1=CC=CC=2C(C3=C(CCC21)C=CC=C3)CC=3C=C(C=CC3)NS(=O)(=O)C (N-[3-(10,11-Dihydro-5H-dibenzo[a,d]cyclohepten-5-ylmethyl)-phenyl]-methanesulfonamide). As a reaction SMILES: [CH:1]1[C:11]2[CH2:10][CH2:9][C:8]3[CH:12]=[CH:13][CH:14]=[CH:15][C:7]=3[C:6](=[CH:16][C:17]3[CH:18]=[C:19]([NH:23][S:24]([CH3:27])(=[O:26])=[O:25])[CH:20]=[CH:21][CH:22]=3)[C:5]=2[CH:4]=[CH:3][CH:2]=1>C(O)C.[Pd]>[CH:1]1[C:11]2[CH2:10][CH2:9][C:8]3[CH:12]=[CH:13][CH:14]=[CH:15][C:7]=3[CH:6]([CH2:16][C:17]3[CH:18]=[C:19]([NH:23][S:24]([CH3:27])(=[O:26])=[O:25])[CH:20]=[CH:21][CH:22]=3)[C:5]=2[CH:4]=[CH:3][CH:2]=1. Reported procedure: Dissolve N-[3-(10,11-dihydro-dibenzo[a,d]cyclohepten-5-ylidenemethyl)-phenyl]-methanesulfonamide (100 mg, 0.265) in ethanol (25 mL) and add 10% Pd/C (56 mg). Pressurize to 60 psi with H2 and shake overnight at room temperature. Filter reaction through a pad of Celite and concentrate filtrate to 54 mg (54%) of white foam, mp 149.0° C. 1H NMR (CDCl3) δ 2.70 (s, 3H), 2.98 (br q, 2H), 3.28 (d, 2H), 3.40 (br q, 2H), 4.11 (br s, 1H), 6.16 (s, 1H), 6.58 (s, 1H), 6.82-7.20 (m, 11H); MS (S) 395 (M+Na), 3... Starting materials: ClC1=C(C=C2C(=C(C=NC2=C1[N+](=O)[O-])C(=O)OCC)O)F (Ethyl 7-chloro-6-fluoro-4-hydroxy-8-nitro-3-quinolinecarboxylate). The reagents and catalysts are [Fe] (iron). Solvent: C(C)(=O)O (acetic acid). Reaction conditions: temperature 110 celsius. Product: NC=1C(=C(C=C2C(=C(C=NC12)C(=O)OCC)O)F)Cl (Ethyl 8-amino-7-chloro-6-fluoro-4-hydroxy-3-quinolinecarboxylate). Reaction SMILES: [Cl:1][C:2]1[C:11]([N+:12]([O-])=O)=[C:10]2[C:5]([C:6]([OH:20])=[C:7]([C:15]([O:17][CH2:18][CH3:19])=[O:16])[CH:8]=[N:9]2)=[CH:4][C:3]=1[F:21]>C(O)(=O)C.[Fe]>[NH2:12][C:11]1[C:2]([Cl:1])=[C:3]([F:21])[CH:4]=[C:5]2[C:10]=1[N:9]=[CH:8][C:7]([C:15]([O:17][CH2:18][CH3:19])=[O:16])=[C:6]2[OH:20]. Procedure: 8.4 g of the product from Example 5 and 19.2 g of iron turnings are warmed at 80° C. for 1 hour in 190 ml of acetic acid. The mixture is then heated briefly to 110° C. and filtered while hot. Ice-water is then added to the filtrate, and the precipitated soid is isolated. After drying at 110° C., the product is recrystallized from glycol monomethyl ether. Starting materials: COC1=NC2=CC=C(C=C2N=C1NC(OCC)=O)OC (Ethyl N-(2,6-dimethoxyquinoxalin-3-yl)carbamate), ClC1=CC=C(C=C1)N1CCNCC1 (1-(4-chlorophenyl)piperazine). Yields the product COC1=NC2=CC=C(C=C2N=C1NC(=O)N1CCN(CC1)C1=CC=C(C=C1)Cl)OC (1-[(2,6-Dimethoxyquinoxalin-3-yl)aminocarbonyl]-4-(4-chlorophenyl)piperazine). Yield: 86.0%. Reaction SMILES: [CH3:1][O:2][C:3]1[C:12]([NH:13][C:14](=[O:18])OCC)=[N:11][C:10]2[C:5](=[CH:6][CH:7]=[C:8]([O:19][CH3:20])[CH:9]=2)[N:4]=1.[Cl:21][C:22]1[CH:27]=[CH:26][C:25]([N:28]2[CH2:33][CH2:32][NH:31][CH2:30][CH2:29]2)=[CH:24][CH:23]=1>>[CH3:1][O:2][C:3]1[C:12]([NH:13][C:14]([N:31]2[CH2:30][CH2:29][N:28]([C:25]3[CH:24]=[CH:23][C:22]([Cl:21])=[CH:27][CH:26]=3)[CH2:33][CH2:32]2)=[O:18])=[N:11][C:10]2[C:5](=[CH:6][CH:7]=[C:8]([O:19][CH3:20])[CH:9]=2)[N:4]=1. Reported procedure: Ethyl N-(2,6-dimethoxyquinoxalin-3-yl)carbamate and 1-(4-chlorophenyl)piperazine were reacted by the same way with the example 64 to obtain the titled compound (yield, 86%). 1H NMR (300 MHz, CDCl3): δ 3.25 (s, 4H), 3.77 (s, 3H), 3.87 (s, 3H), 4.09-4.12 (m, 4H), 6.86-7.00 (m, 3H), 7.12-7.24 (m, 3H), 7.55-7.65 (m, 2H). Starting materials: C(C)(=O)NC1=C2CCC(CC2=CC=C1)=O (5-acetylamino-2-tetralone), Cl.C(\C=C\C1=CC=CC=C1)N (trans-cinnamylamine-hydrochloride). Yields the product Cl.C(C)(=O)NC1=C2CCC(CC2=CC=C1)NC\C=C\C1=CC=CC=C1 (5-Acetylamino-2-(trans-cinnamylamino)-tetralinehydrochloride). As a reaction SMILES: [C:1]([NH:4][C:5]1[CH:14]=[CH:13][CH:12]=[C:11]2[C:6]=1[CH2:7][CH2:8][C:9](=O)[CH2:10]2)(=[O:3])[CH3:2].[ClH:16].[CH2:17]([NH2:26])/[CH:18]=[CH:19]/[C:20]1[CH:25]=[CH:24][CH:23]=[CH:22][CH:21]=1>>[ClH:16].[C:1]([NH:4][C:5]1[CH:14]=[CH:13][CH:12]=[C:11]2[C:6]=1[CH2:7][CH2:8][CH:9]([NH:26][CH2:17]/[CH:18]=[CH:19]/[C:20]1[CH:25]=[CH:24][CH:23]=[CH:22][CH:21]=1)[CH2:10]2)(=[O:3])[CH3:2] |f:1.2,3.4|. Procedure: Starting from 1.02 g (0.005 mol) of 5-acetylamino-2-tetralone and 1.7 g (0.01 mol) of trans-cinnamylamine-hydrochloride the title compound is obtained analogously to Example 4.1.11 in a yield of 1.1 g (61.6% of theory) and with a melting point of 257° C., which does not change after recrystallisation from methanol/ether. Reactants: NC1=CC2=C(N(C=N2)CCCCN2CCN(CC2)C2=CC3=C(OCCO3)C=C2)C=C1 (6-[4-(4-(5-aminobenzimidazol-1-yl)butyl)piperazino]-1,4-benzodioxane), C(C)(=O)Cl (acetyl chloride). Product: C(C)(=O)NC1=CC2=C(N(C=N2)CCCCN2CCN(CC2)C2=CC3=C(OCCO3)C=C2)C=C1 (6-[4-(4-(5-acetamidobenzimidazol-1-yl)butyl)piperazino]-1,4-benzodioxane). RXN SMILES: [NH2:1][C:2]1[CH:30]=[CH:29][C:5]2[N:6]([CH2:9][CH2:10][CH2:11][CH2:12][N:13]3[CH2:18][CH2:17][N:16]([C:19]4[CH:28]=[CH:27][C:22]5[O:23][CH2:24][CH2:25][O:26][C:21]=5[CH:20]=4)[CH2:15][CH2:14]3)[CH:7]=[N:8][C:4]=2[CH:3]=1.[C:31](Cl)(=[O:33])[CH3:32]>>[C:31]([NH:1][C:2]1[CH:30]=[CH:29][C:5]2[N:6]([CH2:9][CH2:10][CH2:11][CH2:12][N:13]3[CH2:18][CH2:17][N:16]([C:19]4[CH:28]=[CH:27][C:22]5[O:23][CH2:24][CH2:25][O:26][C:21]=5[CH:20]=4)[CH2:15][CH2:14]3)[CH:7]=[N:8][C:4]=2[CH:3]=1)(=[O:33])[CH3:32]. Procedure: Analogously to Example 7, reaction of 6-[4-(4-(5-aminobenzimidazol-1-yl)butyl)piperazino]-1,4-benzodioxane ("E") with acetyl chloride gives 6-[4-(4-(5-acetamidobenzimidazol-1-yl)butyl)piperazino]-1,4-benzodioxane. Reactants: FC1=C(OCCCCOC2OCCCC2)C=CC=C1F (2-[4-(2,3-Difluorophenoxy)butoxy]-tetrahydropyran), C1(=CC=C(C=C1)S(=O)(=O)O)C (para-toluenesulfonic acid). The solvent is CO.C1CCOC1 (methanol THF), O (water). Run at time 24 hour. Yields the product FC1=C(OCCCCO)C=CC=C1F (4-(2,3-Difluorophenoxy)-butan-1-ol). RXN SMILES: [F:1][C:2]1[C:19]([F:20])=[CH:18][CH:17]=[CH:16][C:3]=1[O:4][CH2:5][CH2:6][CH2:7][CH2:8][O:9]C1CCCCO1.C1(C)C=CC(S(O)(=O)=O)=CC=1>CO.C1COCC1.O>[F:1][C:2]1[C:19]([F:20])=[CH:18][CH:17]=[CH:16][C:3]=1[O:4][CH2:5][CH2:6][CH2:7][CH2:8][OH:9] |f:2.3|. Reported procedure: To a solution of 2-[4-(2,3-difluorophenoxy)-butoxy]-tetrahydropyran (20) (1 equi.) and commercially available para-toluenesulfonic acid (21) (0.1 equi.) in methanol:THF (1:1) (3 mL/mmole), water (0.005 equi.) was added at room temperature. The reaction mixture was stirred at that temperature for 24 h, quenched with water, extracted with ethyl acetate:hexane (1:1), washed with brine, dried over MgSO4, and concentrated in vacuo. Purification by chromatography on silica gel (10% EtOAc/hexanes) gave... Reactants: CN(C)c1ccncc1, Cc1ccccc1, CCOC(C)=O, COc1cc2nccc(Cl)c2cc1OC, O=C1CC(COc2ccccc2)CN1c1ccc(O)c(F)c1. The product is COc1cc2nccc(Oc3ccc(N4CC(COc5ccccc5)CC4=O)cc3F)c2cc1OC. Reaction SMILES: [CH3:38][N:39]([c:40]1[cH:41][cH:42][n:43][cH:44][cH:45]1)[CH3:46].[CH3:47][c:48]1[cH:49][cH:50][cH:51][cH:52][cH:53]1.[CH3:54][CH2:55][O:56][C:57]([CH3:58])=[O:59].[Cl:1][c:2]1[cH:3][cH:4][n:5][c:6]2[cH:7][c:8]([O:14][CH3:15])[c:9]([O:12][CH3:13])[cH:10][c:11]12.[F:16][c:17]1[cH:18][c:19]([N:24]2[C:25](=[O:37])[CH2:26][CH:27]([CH2:29][O:30][c:31]3[cH:32][cH:33][cH:34][cH:35][cH:36]3)[CH2:28]2)[cH:20][cH:21][c:22]1[OH:23]>>[c:2]1([O:23][c:22]2[c:17]([F:16])[cH:18][c:19]([N:24]3[C:25](=[O:37])[CH2:26][CH:27]([CH2:29][O:30][c:31]4[cH:32][cH:33][cH:34][cH:35][cH:36]4)[CH2:28]3)[cH:20][cH:21]2)[cH:3][cH:4][n:5][c:6]2[cH:7][c:8]([O:14][CH3:15])[c:9]([O:12][CH3:13])[cH:10][c:11]12.